This data is from the Open Reaction Database (ORD), a public repository of structured organic reaction records. The task is: describe an organic reaction: reactants, conditions, products, and yield The reactants are N#Cc1ccc(CC(=O)N2CCc3ccc(NS(=O)(=O)c4cccc5cccnc45)cc3C2)cc1, O=C([O-])[O-], CCO, Cl, [NH4+], [NH4+]. The product is N=C(N)c1ccc(CC(=O)N2CCc3ccc(NS(=O)(=O)c4cccc5cccnc45)cc3C2)cc1, Cl. RXN SMILES: [C:1](#[N:2])[c:3]1[cH:4][cH:5][c:6]([CH2:9][C:10](=[O:11])[N:12]2[CH2:13][c:14]3[cH:15][c:16]([NH:22][S:23](=[O:24])(=[O:25])[c:26]4[cH:27][cH:28][cH:29][c:30]5[cH:31][cH:32][cH:33][n:34][c:35]45)[cH:17][cH:18][c:19]3[CH2:20][CH2:21]2)[cH:7][cH:8]1.[C:36](=[O:37])([O-:38])[O-:39].[CH3:43][CH2:44][OH:45].[ClH:41].[NH4+:40].[NH4+:42]>>[C:1]([NH2:2])([c:3]1[cH:4][cH:5][c:6]([CH2:9][C:10](=[O:11])[N:12]2[CH2:13][c:14]3[cH:15][c:16]([NH:22][S:23](=[O:24])(=[O:25])[c:26]4[cH:27][cH:28][cH:29][c:30]5[cH:31][cH:32][cH:33][n:34][c:35]45)[cH:17][cH:18][c:19]3[CH2:20][CH2:21]2)[cH:7][cH:8]1)=[NH:40].[ClH:41]. The reactants are FC(C(=O)O)(F)F (Trifluoroacetic acid), C(C)(C)(C)OC(=O)C=1C=CC(=NC1)C=CC(=O)NCCCCN1CCN(CC1)C(C1=CC=CC=C1)C1=CC=CC=C1 (N-[3-(5-t-butoxycarbonyl-2-pyridyl)acryloyl]-4-(4-diphenylmethyl-1-piperazinyl)butylamine), product. The solvent is ClCCl (dichloromethane). Run at time 8 hour. Yields the product C(=O)(O)C=1C=CC(=NC1)C=CC(=O)NCCCCN1CCN(CC1)C(C1=CC=CC=C1)C1=CC=CC=C1 (N-[3-(5-carboxy-2-pyridyl)acryloyl]-4-(4-diphenylmethyl-1-piperazinyl)butylamine). Reaction SMILES: FC(F)(F)C(O)=O.C([O:12][C:13]([C:15]1[CH:16]=[CH:17][C:18]([CH:21]=[CH:22][C:23]([NH:25][CH2:26][CH2:27][CH2:28][CH2:29][N:30]2[CH2:35][CH2:34][N:33]([CH:36]([C:43]3[CH:48]=[CH:47][CH:46]=[CH:45][CH:44]=3)[C:37]3[CH:42]=[CH:41][CH:40]=[CH:39][CH:38]=3)[CH2:32][CH2:31]2)=[O:24])=[N:19][CH:20]=1)=[O:14])(C)(C)C>ClCCl>[C:13]([C:15]1[CH:16]=[CH:17][C:18]([CH:21]=[CH:22][C:23]([NH:25][CH2:26][CH2:27][CH2:28][CH2:29][N:30]2[CH2:31][CH2:32][N:33]([CH:36]([C:43]3[CH:48]=[CH:47][CH:46]=[CH:45][CH:44]=3)[C:37]3[CH:38]=[CH:39][CH:40]=[CH:41][CH:42]=3)[CH2:34][CH2:35]2)=[O:24])=[N:19][CH:20]=1)([OH:14])=[O:12]. Procedure details: Trifluoroacetic acid (6 ml) is cooled to 5° C., and a solution of 0.8 g of N-[3-(5-t-butoxycarbonyl-2-pyridyl)acryloyl]-4-(4-diphenylmethyl-1-piperazinyl)butylamine (the free base of the product of Example 24) in 3 ml of dichloromethane is slowly added below 20° C. The mixture is stirred at room temperature overnight and concentrated. The residue is dissolved in 10 ml of water and washed with diethyl ether. The aqueous solution is adjusted to pH 5 with aqueous ammonium hydroxide and extracted wi...